This data is from the Open Reaction Database (ORD), a public repository of structured organic reaction records. The task is: describe an organic reaction: reactants, conditions, products, and yield Reaction SMILES: O=C(NCCC)C(N[C:11]([C:13]1[O:14][C:15]2[CH:21]=[CH:20][C:19]([NH:22][C:23]([C:25]3[C:26]([C:31]4[CH:36]=[CH:35][C:34]([C:37]([F:40])([F:39])[F:38])=[CH:33][CH:32]=4)=[CH:27][CH:28]=[CH:29][CH:30]=3)=[O:24])=[CH:18][C:16]=2[CH:17]=1)=[O:12])C1C=CC=CC=1.[Li+].[OH-:46]>C1COCC1.CO.O>[F:38][C:37]([F:39])([F:40])[C:34]1[CH:33]=[CH:32][C:31]([C:26]2[C:25]([C:23]([NH:22][C:19]3[CH:18]=[CH:16][C:15]4[O:14][C:13]([C:11]([OH:12])=[O:46])=[CH:17][C:21]=4[CH:20]=3)=[O:24])=[CH:30][CH:29]=[CH:28][CH:27]=2)=[CH:36][CH:35]=1 |f:1.2|. Yields the product FC(C1=CC=C(C=C1)C=1C(=CC=CC1)C(=O)NC=1C=CC2=C(C=C(O2)C(=O)O)C1)(F)F (5-[(4′-Trifluoromethyl-biphenyl-2-carbonyl)-amino]-benzofuran-2-carboxylic acid). The yield is 123.6%. Starting materials: O=C(C(C1=CC=CC=C1)NC(=O)C=1OC2=C(C1)C=C(C=C2)NC(=O)C=2C(=CC=CC2)C2=CC=C(C=C2)C(F)(F)F)NCCC (5-[(4′-Trifluoromethyl-biphenyl-2-carbonyl)-amino]-benzofuran-2-carboxylic acid [2-oxo-1-phenyl-2-(propylamino)ethyl]amide), [Li+].[OH-] (LiOH). The solvent is C1CCOC1 (THF), O (water), CO (methanol). Procedure details: The product from step (c) (8.1 g) was dissolved in THF (100 mL) and methanol (100 mL). Under stirring conditions was added LiOH (2 g) in water (100 mL). The reaction mixture was stirred at room temperature for 30 minutes. The reaction solution was then concentrated in vacuo, acidified by adding 1 N HCl solution. The product was extracted with ether (2×300 mL), and combined organic layers were washed with brine (2×50 mL) and then dried over MgSO4. The organic layer was then concentrated in vacuo ... Reaction conditions: time 30 minute. Reactants: Cl (hydrochloric acid), C(C(=O)C)C1C=CC2=CC=CC=C12 (1-Acetonylindene), CC(C(=O)[O-])(C(=O)[O-])C.[Na+].[Na+] (sodium dimethylmalonate), C(CC)(=O)OC(CC)=O (Propionic anhydride). Solvent: CO (methanol). Run at temperature 60 celsius. Product: C(CC)(=O)C1C(CC2(CCC3=CC=CC=C23)CC1=O)=O (4-propionylspiro[cyclohexane-1,1'-indan]-3,5-dione). RXN SMILES: [CH2:1]([CH:5]1[C:13]2[C:8](=[CH:9][CH:10]=[CH:11][CH:12]=2)[CH:7]=[CH:6]1)[C:2]([CH3:4])=[O:3].C[C:15]([CH3:22])([C:19]([O-:21])=O)C([O-])=O.[Na+].[Na+].[C:25](OC(=O)CC)(=[O:28])[CH2:26]C.Cl>CO>[C:19]([CH:4]1[C:2](=[O:3])[CH2:1][C:5]2([C:13]3[C:8](=[CH:9][CH:10]=[CH:11][CH:12]=3)[CH2:7][CH2:6]2)[CH2:26][C:25]1=[O:28])(=[O:21])[CH2:15][CH3:22] |f:1.2.3|. Procedure details: 1-Acetonylindene (2.4 g) was added to a solution of sodium dimethylmalonate (5.3 equiv) in anhydrous methanol (80 ml) and the mixture was stirred and heated at reflux for 12 hr. The solvent was evaporated and the residue was azeotroped with toluene. The dry residue was dissolved in anhydrous dimethylformamide (80 ml) at 60° C. Propionic anhydride (5.3 equiv) was added and the mixture was stirred and heated at reflux for 0.5 hr. The cooled mixture was poured into a dilute aqueous hydrochloric aci... Reactants: CS(C)=O, CCN(C(C)C)C(C)C, O=C(Nc1ccc2c(c1)S(=O)(=O)C=C2)OCC(Cl)(Cl)Cl, O, c1ccc(-c2nsc(N3CCNCC3)n2)cc1. Yields the product O=C(Nc1ccc2c(c1)S(=O)(=O)C=C2)N1CCN(c2nc(-c3ccccc3)ns2)CC1. RXN SMILES: [CH3:48][S:49](=[O:50])[CH3:51].[CH:38]([N:39]([CH:40]([CH3:41])[CH3:42])[CH2:43][CH3:44])([CH3:45])[CH3:46].[O:1]=[S:2]1(=[O:20])[CH:3]=[CH:4][c:5]2[c:6]1[cH:7][c:8]([NH:11][C:12]([O:13][CH2:14][C:15]([Cl:16])([Cl:17])[Cl:18])=[O:19])[cH:9][cH:10]2.[OH2:47].[c:21]1(-[c:27]2[n:28][s:29][c:30]([N:32]3[CH2:33][CH2:34][NH:35][CH2:36][CH2:37]3)[n:31]2)[cH:22][cH:23][cH:24][cH:25][cH:26]1>>[O:1]=[S:2]1(=[O:20])[CH:3]=[CH:4][c:5]2[c:6]1[cH:7][c:8]([NH:11][C:12](=[O:19])[N:35]1[CH2:34][CH2:33][N:32]([c:30]3[s:29][n:28][c:27](-[c:21]4[cH:22][cH:23][cH:24][cH:25][cH:26]4)[n:31]3)[CH2:37][CH2:36]1)[cH:9][cH:10]2. Starting materials: CC1(C=2C=CC(=CC2C(CC1)(C)C)C#C)C ((5,6,7,8-tetrahydro-5,5,8,8-tetramethylnaphth-2-yl)-ethyne), BrC1=CC=C(C#N)C=C1 (4-bromobenzonitrile), C1(=CC=CC=C1)P(C1=CC=CC=C1)C1=CC=CC=C1 (triphenylphosphine). Reagents/catalysts: C(C)(=O)[O-].[Pd+2].C(C)(=O)[O-] (palladium (II) acetate). The solvent is C(C)N(CC)CC (triethylamine). The product is CC1(C=2C=CC(=CC2C(CC1)(C)C)C#CC1=CC=C(C#N)C=C1)C (4-[(5,6,7,8-tetrahydro-5,5,8,8-tetramethylnaphth-2-yl)-ethynyl]-benzonitril). Reaction SMILES: [CH3:1][C:2]1([CH3:16])[CH2:11][CH2:10][C:9]([CH3:13])([CH3:12])[C:8]2[CH:7]=[C:6]([C:14]#[CH:15])[CH:5]=[CH:4][C:3]1=2.Br[C:18]1[CH:25]=[CH:24][C:21]([C:22]#[N:23])=[CH:20][CH:19]=1.C1(P(C2C=CC=CC=2)C2C=CC=CC=2)C=CC=CC=1>C([O-])(=O)C.[Pd+2].C([O-])(=O)C.C(N(CC)CC)C>[CH3:1][C:2]1([CH3:16])[CH2:11][CH2:10][C:9]([CH3:12])([CH3:13])[C:8]2[CH:7]=[C:6]([C:14]#[C:15][C:18]3[CH:25]=[CH:24][C:21]([C:22]#[N:23])=[CH:20][CH:19]=3)[CH:5]=[CH:4][C:3]1=2 |f:3.4.5|. Procedure: A mixture of 4 g (19 millimoles) of (5,6,7,8-tetrahydro-5,5,8,8-tetramethylnaphth-2-yl)-ethyne, 2.8 g (12.5 millimoles) of 4-bromobenzonitrile, 50 mg of palladium (II) acetate, 100 mg of triphenylphosphine and 25 ml of degased anhydrous triethylamine was refluxed for 4 hours under nitrogen. Thereafter, solid material was filtered off and the filtrate was evaporated down. The reactants are COc1cccc(-c2cn(Cc3c(F)cccc3C(F)(F)F)c(=O)n(CC(CC(C)C)NC(=O)OC(C)(C)C)c2=O)c1Cl, ClCCl, O=C(O)C(F)(F)F. Yields the product COc1cccc(-c2cn(Cc3c(F)cccc3C(F)(F)F)c(=O)n(CC(N)CC(C)C)c2=O)c1Cl. As a reaction SMILES: [C:1]([O:2][C:3](=[O:4])[NH:8][CH:9]([CH2:10][n:11]1[c:12](=[O:39])[n:13]([CH2:27][c:28]2[c:29]([F:38])[cH:30][cH:31][cH:32][c:33]2[C:34]([F:35])([F:36])[F:37])[cH:14][c:15](-[c:18]2[c:19]([Cl:26])[c:20]([O:24][CH3:25])[cH:21][cH:22][cH:23]2)[c:16]1=[O:17])[CH2:40][CH:41]([CH3:42])[CH3:43])([CH3:5])([CH3:6])[CH3:7].[Cl:51][CH2:52][Cl:53].[F:44][C:45]([F:46])([F:47])[C:48]([OH:49])=[O:50]>>[NH2:8][CH:9]([CH2:10][n:11]1[c:12](=[O:39])[n:13]([CH2:27][c:28]2[c:29]([F:38])[cH:30][cH:31][cH:32][c:33]2[C:34]([F:35])([F:36])[F:37])[cH:14][c:15](-[c:18]2[c:19]([Cl:26])[c:20]([O:24][CH3:25])[cH:21][cH:22][cH:23]2)[c:16]1=[O:17])[CH2:40][CH:41]([CH3:42])[CH3:43]. The reactants are ClS(=O)(=O)C1=CC=C(C(=O)OC)C=C1 (methyl 4-(chlorosulfonyl)benzoate), O1C=CC2=C1C=C(C=C2)CN (benzofuran-6-ylmethanamine). Product: O1C=CC2=C1C=C(C=C2)CNS(=O)(=O)C2=CC=C(C(=O)OC)C=C2 (Methyl 4-(N-(benzofuran-6-ylmethyl)sulfamoyl)benzoate). RXN SMILES: Cl[S:2]([C:5]1[CH:14]=[CH:13][C:8]([C:9]([O:11][CH3:12])=[O:10])=[CH:7][CH:6]=1)(=[O:4])=[O:3].[O:15]1[C:19]2[CH:20]=[C:21]([CH2:24][NH2:25])[CH:22]=[CH:23][C:18]=2[CH:17]=[CH:16]1>>[O:15]1[C:19]2[CH:20]=[C:21]([CH2:24][NH:25][S:2]([C:5]3[CH:14]=[CH:13][C:8]([C:9]([O:11][CH3:12])=[O:10])=[CH:7][CH:6]=3)(=[O:4])=[O:3])[CH:22]=[CH:23][C:18]=2[CH:17]=[CH:16]1. Procedure: The titled compound was prepared according to the procedure described in step-1 of Example 1 from methyl 4-(chlorosulfonyl)benzoate and benzofuran-6-ylmethanamine. The reactants are FC=1C=C(C=CC1N1CCC(CC1)=O)N1C(O[C@H](C1)CNC(C)=O)=O ((S)—N-{3-[3-fluoro-4-(4-oxo-piperidin-1-yl)-phenyl]-2-oxo-oxazolidin-5-ylmethyl}-acetamide), [C-]#N.[Na+] (sodium cyanide), COC(=O)C1=CC=C(N)C=C1 (4-methoxycarbonylaniline). The product is COC(=O)C1=CC=C(C=C1)NC1(CCN(CC1)C1=C(C=C(C=C1)N1C(O[C@H](C1)CNC(C)=O)=O)F)C#N ((S)—N-{3-[4-(4-(4-Methoxycarbonylphenylamino)-4-cyanopiperidin-1-yl)-3-fluorophenyl]-2-oxo-oxazolidin-5-ylmethyl}-acetamide). Isolated yield 44.0%. As a reaction SMILES: [F:1][C:2]1[CH:3]=[C:4]([N:15]2[CH2:19][C@H:18]([CH2:20][NH:21][C:22](=[O:24])[CH3:23])[O:17][C:16]2=[O:25])[CH:5]=[CH:6][C:7]=1[N:8]1[CH2:13][CH2:12][C:11](=O)[CH2:10][CH2:9]1.[C-:26]#[N:27].[Na+].[CH3:29][O:30][C:31]([C:33]1[CH:39]=[CH:38][C:36]([NH2:37])=[CH:35][CH:34]=1)=[O:32]>>[CH3:29][O:30][C:31]([C:33]1[CH:39]=[CH:38][C:36]([NH:37][C:11]2([C:26]#[N:27])[CH2:10][CH2:9][N:8]([C:7]3[CH:6]=[CH:5][C:4]([N:15]4[CH2:19][C@H:18]([CH2:20][NH:21][C:22](=[O:24])[CH3:23])[O:17][C:16]4=[O:25])=[CH:3][C:2]=3[F:1])[CH2:13][CH2:12]2)=[CH:35][CH:34]=1)=[O:32] |f:1.2|. Reported procedure: By using procedure as described in Example 45 and by reacting (S)—N-{3-[3-fluoro-4-(4-oxo-piperidin-1-yl)-phenyl]-2-oxo-oxazolidin-5-ylmethyl}-acetamide with sodium cyanide and 4-methoxycarbonylaniline the compound was obtained in 44% yield. The reactants are CS(=O)(=O)OC(CCC(C1=CC=C(C=C1)[N+](=O)[O-])OS(=O)(=O)C)C1=CC=C(C=C1)Br (1-(4-bromophenyl)-4-(4-nitrophenyl)butane-1,4-diyl dimethanesulfonate), Cl (HCl), FC1=CC=C(N)C=C1 (4-fluoroaniline). The solvent is CN(C)C=O (DMF). Yields the product BrC1=CC=C(C=C1)C1N(C(CC1)C1=CC=C(C=C1)[N+](=O)[O-])C1=CC=C(C=C1)F (2-(4-bromophenyl)-1-(4-fluorophenyl)-5-(4-nitrophenyl)pyrrolidine), trans pyrrolidine. Reaction SMILES: CS(O[CH:6]([C:24]1[CH:29]=[CH:28][C:27]([Br:30])=[CH:26][CH:25]=1)[CH2:7][CH2:8][CH:9](OS(C)(=O)=O)[C:10]1[CH:15]=[CH:14][C:13]([N+:16]([O-:18])=[O:17])=[CH:12][CH:11]=1)(=O)=O.[F:31][C:32]1[CH:38]=[CH:37][C:35]([NH2:36])=[CH:34][CH:33]=1.Cl>CN(C=O)C>[Br:30][C:27]1[CH:28]=[CH:29][C:24]([CH:6]2[CH2:7][CH2:8][CH:9]([C:10]3[CH:15]=[CH:14][C:13]([N+:16]([O-:18])=[O:17])=[CH:12][CH:11]=3)[N:36]2[C:35]2[CH:37]=[CH:38][C:32]([F:31])=[CH:33][CH:34]=2)=[CH:25][CH:26]=1. Procedure details: Dissolved the product from Example 39C (5.25 g, 10.05 mmol) in DMF (31 mL) and then added 4-fluoroaniline (9.65 mL, 101 mmol) and heated solution at 50° C. for 18 h. Solution was cooled to room temperature and 1N aq. HCl added (100 mL) then extracted with ethyl acetate (2×200 mL), then combined organic extracts washed with brine, dried and concentrated to an amber oil to which methanol (10 mL) was added and after 3 h a yellow solid (1.05 g, 24%) resulted as the title compound as a 1/1 mixture of... The reactants are [BH4-].[Na+] (sodium borohydride), CC1(O[C@@H]2[C@H](O1)CCC2=O)C ((3aR,6aR)-2,2-dimethyldihydro-3aH-cyclopenta[d][1,3]dioxol-4(5H)-one), O (water). Run in CO (methanol). The product is CC1(O[C@@H]2[C@H](O1)CC[C@@H]2O)C ((3aS,4S,6aR)-2,2-dimethyltetrahydro-3aH-cyclopenta[d][1,3]dioxol-4-ol). As a reaction SMILES: [CH3:1][C:2]1([CH3:11])[O:6][C@@H:5]2[CH2:7][CH2:8][C:9](=[O:10])[C@@H:4]2[O:3]1.[BH4-].[Na+].O>CO>[CH3:1][C:2]1([CH3:11])[O:6][C@@H:5]2[CH2:7][CH2:8][C@H:9]([OH:10])[C@@H:4]2[O:3]1 |f:1.2|. Reported procedure: (3 aR,6aR)-2,2-dimethyldihydro-3 aH-cyclopenta[d][1,3]dioxol-4(5H)-one (1-2) (2.75 g, 17.6 mmol, 1 equiv) was dissolved in methanol (166 mL) and sodium borohydride (1.0 g, 26.4 mmol, 1.5 equiv) was added portion wise at 0° C. Upon disappearance of the starting material as monitored by LC-MS analysis, water was added and the mixture was concentrated. The aqueous phase was extracted with DCM (3×100 mL), the combined organics were dried (Na2SO4), and the solvent was removed to afford (3AS,4S,6aR)-2...